From a dataset of the Open Reaction Database (ORD), a public repository of structured organic reaction records. describe an organic reaction: reactants, conditions, products, and yield Reactants: [OH-].[Na+] (sodium hydroxide), COC1=CC=C(CN2N=NC(=C2C(=O)[O-])C(C2=C(C=CC=C2)[N+](=O)[O-])=O)C=C1 (1-(4-methoxybenzyl)-4-(2-nitrobenzoyl)-1,2, 3-triazole-5-carboxylate), Cl (hydrochloric acid). Run in O1CCCC1 (tetrahydrofuran). Conditions: time 2 hour. The product is COC1=CC=C(CN2N=NC(=C2C(=O)O)C(C2=C(C=CC=C2)[N+](=O)[O-])=O)C=C1 (1-(4-methoxybenzyl)-4-(2-nitrobenzoyl)-1,2,3-triazole-5-carboxylic acid). Reaction SMILES: [OH-].[Na+].[CH3:3][O:4][C:5]1[CH:30]=[CH:29][C:8]([CH2:9][N:10]2[C:14]([C:15]([O-:17])=[O:16])=[C:13]([C:18](=[O:28])[C:19]3[CH:24]=[CH:23][CH:22]=[CH:21][C:20]=3[N+:25]([O-:27])=[O:26])[N:12]=[N:11]2)=[CH:7][CH:6]=1.Cl>O1CCCC1>[CH3:3][O:4][C:5]1[CH:6]=[CH:7][C:8]([CH2:9][N:10]2[C:14]([C:15]([OH:17])=[O:16])=[C:13]([C:18](=[O:28])[C:19]3[CH:24]=[CH:23][CH:22]=[CH:21][C:20]=3[N+:25]([O-:27])=[O:26])[N:12]=[N:11]2)=[CH:29][CH:30]=1 |f:0.1|. Procedure details: A 1N aqueous sodium hydroxide solution (50 ml) was added to a solution of 1-(4-methoxybenzyl)-4-(2-nitrobenzoyl)-1,2, 3-triazole-5-carboxylate (b-1) (10.17 g, 24.8 mmole) in tetrahydrofuran (100 ml), which was stirred at room temperature for 2 hours. The aqueous layer was acidified with hydrochloric acid, extracted with ethyl acetate and washed with saturated aqueous saline. The organic layer was dried over anhydrous magnesium sulfate, and the solvent was removed under reduced pressure to give 1... The reactants are Fc1cc(-c2cnc3ncc(Cc4ccc5ncccc5c4)n3n2)ccc1Br, [C-]#N, [C-]#N, CN(C)CCN(C)C, CN(C)C=O, O=C(C=Cc1ccccc1)C=Cc1ccccc1, O=C(C=Cc1ccccc1)C=Cc1ccccc1, O=C(C=Cc1ccccc1)C=Cc1ccccc1, [Pd], [Pd], [Zn+2]. Yields the product N#Cc1ccc(-c2cnc3ncc(Cc4ccc5ncccc5c4)n3n2)cc1F. As a reaction SMILES: [Br:9][c:10]1[c:11]([F:36])[cH:12][c:13](-[c:16]2[cH:17][n:18][c:19]3[n:20]([n:21]2)[c:22]([CH2:25][c:26]2[cH:27][c:28]4[cH:29][cH:30][cH:31][n:32][c:33]4[cH:34][cH:35]2)[cH:23][n:24]3)[cH:14][cH:15]1.[C-:42]#[N:43].[C-:45]#[N:46].[CH3:1][N:2]([CH3:3])[CH2:4][CH2:5][N:6]([CH3:7])[CH3:8].[CH3:37][N:38]([CH3:39])[CH:40]=[O:41].[O:49]=[C:50]([CH:51]=[CH:52][c:53]1[cH:54][cH:55][cH:56][cH:57][cH:58]1)[CH:59]=[CH:60][c:61]1[cH:62][cH:63][cH:64][cH:65][cH:66]1.[O:67]=[C:68]([CH:69]=[CH:70][c:71]1[cH:72][cH:73][cH:74][cH:75][cH:76]1)[CH:77]=[CH:78][c:79]1[cH:80][cH:81][cH:82][cH:83][cH:84]1.[O:85]=[C:86]([CH:87]=[CH:88][c:89]1[cH:90][cH:91][cH:92][cH:93][cH:94]1)[CH:95]=[CH:96][c:97]1[cH:98][cH:99][cH:100][cH:101][cH:102]1.[Pd:47].[Pd:48].[Zn+2:44]>>[C:1](#[N:2])[c:10]1[c:11]([F:36])[cH:12][c:13](-[c:16]2[cH:17][n:18][c:19]3[n:20]([n:21]2)[c:22]([CH2:25][c:26]2[cH:27][c:28]4[cH:29][cH:30][cH:31][n:32][c:33]4[cH:34][cH:35]2)[cH:23][n:24]3)[cH:14][cH:15]1.